This data is from the Open Reaction Database (ORD), a public repository of structured organic reaction records. The task is: describe an organic reaction: reactants, conditions, products, and yield The reactants are O=C1C(=O)N2c3c(cc(Cl)cc31)CCC2c1ccccc1, Cl, [Na+], [OH-], O, OO. Product: O=C(O)c1cc(Cl)cc2c1NC(c1ccccc1)CC2. As a reaction SMILES: [Cl:1][c:2]1[cH:3][c:4]2[c:9]3[c:10]([cH:11]1)[C:12](=[O:15])[C:13](=[O:14])[N:8]3[CH:7]([c:16]1[cH:17][cH:18][cH:19][cH:20][cH:21]1)[CH2:6][CH2:5]2.[ClH:26].[Na+:23].[OH-:22].[OH2:27].[OH:24][OH:25]>>[Cl:1][c:2]1[cH:3][c:4]2[c:9]([c:10]([C:12](=[O:15])[OH:22])[cH:11]1)[NH:8][CH:7]([c:16]1[cH:17][cH:18][cH:19][cH:20][cH:21]1)[CH2:6][CH2:5]2. Reagents/catalysts: C1=CC=C(C=C1)[PH+](C2=CC=CC=C2)[C]3[CH][CH][CH][CH]3.C1=CC=C(C=C1)[PH+](C2=CC=CC=C2)[C]3[CH][CH][CH][CH]3.C(Cl)Cl.Cl[Pd]Cl.[Fe] (dichloro[1,1′-bis(diphenylphosphino)-ferrocene]palladium(II) dichloromethane adduct). Procedure: A mixture of 8-bromo-6-methyl-[1,2,4]triazolo[1,5-a]pyridin-2-ylamine (1.14 g, 5 mmol), tert-butyl 4-(4,4,5,5-tetramethyl-1,3,2-dioxaborolan-2-yl)-5,6-dihydropyridine-1(2H)-carboxylate (2.39 g, 7.5 mmol), dichloro[1,1′-bis(diphenylphosphino)-ferrocene]palladium(II) dichloromethane adduct (204 mg, 250 μmol) and an aqueous solution of Na2CO3 (2 N, 12.5 mL, 25 mmol) in dioxane (50 mL) was stirred at 110° C. over night. The reaction mixture was diluted with water and extracted twice with EtOAc. The ... Yields the product NC1=NN2C(C(=CC(=C2)C)C2=CCN(CC2)C(=O)OC(C)(C)C)=N1 (tert-Butyl 4-(2-amino-6-methyl-[1,2,4]triazolo[1,5-a]pyridin-8-yl)-5,6-dihydropyridine-1(2H)-carboxylate). The reactants are BrC=1C=2N(C=C(C1)C)N=C(N2)N (8-bromo-6-methyl-[1,2,4]triazolo[1,5-a]pyridin-2-ylamine), CC1(OB(OC1(C)C)C1=CCN(CC1)C(=O)OC(C)(C)C)C (tert-butyl 4-(4,4,5,5-tetramethyl-1,3,2-dioxaborolan-2-yl)-5,6-dihydropyridine-1(2H)-carboxylate), C(=O)([O-])[O-].[Na+].[Na+] (Na2CO3). Solvent: O (water), O1CCOCC1 (dioxane). RXN SMILES: Br[C:2]1[C:3]2[N:4]([N:9]=[C:10]([NH2:12])[N:11]=2)[CH:5]=[C:6]([CH3:8])[CH:7]=1.CC1(C)C(C)(C)OB([C:21]2[CH2:26][CH2:25][N:24]([C:27]([O:29][C:30]([CH3:33])([CH3:32])[CH3:31])=[O:28])[CH2:23][CH:22]=2)O1.C([O-])([O-])=O.[Na+].[Na+]>O1CCOCC1.O.C1C=CC([PH+]([C]2[CH][CH][CH][CH]2)C2C=CC=CC=2)=CC=1.C1C=CC([PH+]([C]2[CH][CH][CH][CH]2)C2C=CC=CC=2)=CC=1.C(Cl)Cl.Cl[Pd]Cl.[Fe]>[NH2:12][C:10]1[N:11]=[C:3]2[C:2]([C:21]3[CH2:26][CH2:25][N:24]([C:27]([O:29][C:30]([CH3:33])([CH3:32])[CH3:31])=[O:28])[CH2:23][CH:22]=3)=[CH:7][C:6]([CH3:8])=[CH:5][N:4]2[N:9]=1 |f:2.3.4,7.8.9.10.11,^1:52,53,54,55,56,70,71,72,73,74|. Starting materials: OC1=CC=C(C=C1)C1=CC=C(C=C1)[N+](=O)[O-] (4'-hydroxy-(4-nitro biphenyl)), C(C)(C)N(C(CBr)=O)C(C)C (N,N-bis-(isopropyl)-2-bromo-acetamide). Yields the product C(C)(C)N(C(COC1=CC=C(C=C1)C1=CC=C(C=C1)[N+](=O)[O-])=O)C(C)C (N,N-bis-(isopropyl)-2[[4'-nitro-(1,1'-biphenyl)-4-yl]oxy]-acetamide). The yield is 84.5%. As a reaction SMILES: [OH:1][C:2]1[CH:7]=[CH:6][C:5]([C:8]2[CH:13]=[CH:12][C:11]([N+:14]([O-:16])=[O:15])=[CH:10][CH:9]=2)=[CH:4][CH:3]=1.[CH:17]([N:20]([CH:25]([CH3:27])[CH3:26])[C:21](=[O:24])[CH2:22]Br)([CH3:19])[CH3:18]>>[CH:17]([N:20]([CH:25]([CH3:27])[CH3:26])[C:21](=[O:24])[CH2:22][O:1][C:2]1[CH:3]=[CH:4][C:5]([C:8]2[CH:13]=[CH:12][C:11]([N+:14]([O-:16])=[O:15])=[CH:10][CH:9]=2)=[CH:6][CH:7]=1)([CH3:19])[CH3:18]. Procedure: The product was prepared as in Example 2, Stage A starting with 900 mg of 4'-hydroxy-(4-nitro biphenyl) (Aldrich) and 958 mg of N,N-bis-(isopropyl)-2-bromo-acetamide (Preparation 8) to obtain 1.26 g of the expected product. Starting materials: CC(=O)O, O, c1ccncc1, N#Cc1c[nH]c2ccccc2c1=O. The product is O=Cc1c[nH]c2ccccc2c1=O. Reaction SMILES: [CH3:21][C:22](=[O:23])[OH:24].[OH2:14].[cH:15]1[cH:16][cH:17][n:18][cH:19][cH:20]1.[nH:1]1[cH:2][c:3]([C:12]#[N:13])[c:4](=[O:11])[c:5]2[cH:6][cH:7][cH:8][cH:9][c:10]12>>[nH:1]1[cH:2][c:3]([CH:12]=[O:14])[c:4](=[O:11])[c:5]2[cH:6][cH:7][cH:8][cH:9][c:10]12.